From a dataset of the Open Reaction Database (ORD), a public repository of structured organic reaction records. describe an organic reaction: reactants, conditions, products, and yield The reactants are COC(CNC([C@@H](CC#C)NS(=O)(=O)C1=CC=CC=C1)=O)OC ((R)-N-(2,2-dimethoxyethyl)-2-(benzenesulfonamido)pent-4-ynamide), C1(=CC=C(C=C1)S(=O)(=O)O)C (p-toluenesulfonic acid). Conditions: temperature 60 celsius. The product is C1(=CC=CC=C1)S(=O)(=O)N1[C@@H](C(NC=C1)=O)CC#C ((R)-4-(benzenesulfonyl)-3-(prop-2-ynyl)-3,4-dihydropyrazin-2(1H)-one). Reaction SMILES: CO[CH:3](OC)[CH2:4][NH:5][C:6](=[O:21])[C@H:7]([NH:11][S:12]([C:15]1[CH:20]=[CH:19][CH:18]=[CH:17][CH:16]=1)(=[O:14])=[O:13])[CH2:8][C:9]#[CH:10].C1(C)C=CC(S(O)(=O)=O)=CC=1>>[C:15]1([S:12]([N:11]2[CH:3]=[CH:4][NH:5][C:6](=[O:21])[C@H:7]2[CH2:8][C:9]#[CH:10])(=[O:14])=[O:13])[CH:20]=[CH:19][CH:18]=[CH:17][CH:16]=1. Procedure: A mixture of (R)-N-(2,2-dimethoxyethyl)-2-(benzenesulfonamido)pent-4-ynamide (10.55 g, 30.99 mmol) and p-toluenesulfonic acid (1.47 g, 7.75 mmol) p-dioxane (100 mL) was heated to 60° C. for 36 h. The reaction mixture was cooled, concentrated and taken up in EtOAc. After the organic mixture had stirred, a precipitate had formed that was filtered to afford the product as a tan solid. 1H NMR (300 MHz, DMSO-d6): δ 2.98 (s, 1H), 3.35 (d, 7.0 Hz, 2H), 4.35 (t, 7.0 Hz, 1H), 5.98 (m, 2H), 7.71 (m, 5H), ... The reactants are C(C)(C)(C)OC(=O)NC1=CC=C(C=C1)SC1=C(C=C(C(=O)O)C=C1)NC=1C2=C(N=CN1)N=C(C=C2)C(C)C (4-(4-tert-Butoxycarbonylamino-phenylsulfanyl)-3-(7-isopropyl-pyrido[2,3-d]pyrimidin-4-ylamino)-benzoic acid), CC1=CC=C(CN)C=C1 (p-methylbenzylamine). Yields the product C(C)(C)(C)OC(NC1=CC=C(C=C1)SC1=C(C=C(C=C1)C(NCC1=CC=C(C=C1)C)=O)NC=1C2=C(N=CN1)N=C(C=C2)C(C)C)=O ({4-[2-(7-Isopropyl-pyrido[2,3-d]pyrimidin-4-ylamino)-4-(4-methyl-benzylcarbamoyl)-phenylsulfanyl]-phenyl}-carbamic acid tert-butyl ester). RXN SMILES: [C:1]([O:5][C:6]([NH:8][C:9]1[CH:14]=[CH:13][C:12]([S:15][C:16]2[CH:24]=[CH:23][C:19]([C:20]([OH:22])=O)=[CH:18][C:17]=2[NH:25][C:26]2[C:27]3[CH:35]=[CH:34][C:33]([CH:36]([CH3:38])[CH3:37])=[N:32][C:28]=3[N:29]=[CH:30][N:31]=2)=[CH:11][CH:10]=1)=[O:7])([CH3:4])([CH3:3])[CH3:2].[CH3:39][C:40]1[CH:47]=[CH:46][C:43]([CH2:44][NH2:45])=[CH:42][CH:41]=1>>[C:1]([O:5][C:6](=[O:7])[NH:8][C:9]1[CH:14]=[CH:13][C:12]([S:15][C:16]2[CH:24]=[CH:23][C:19]([C:20](=[O:22])[NH:45][CH2:44][C:43]3[CH:46]=[CH:47][C:40]([CH3:39])=[CH:41][CH:42]=3)=[CH:18][C:17]=2[NH:25][C:26]2[C:27]3[CH:35]=[CH:34][C:33]([CH:36]([CH3:38])[CH3:37])=[N:32][C:28]=3[N:29]=[CH:30][N:31]=2)=[CH:11][CH:10]=1)([CH3:2])([CH3:4])[CH3:3]. Reported procedure: According to the procedure in Example 385F, the title compound was prepared using 4-(4-tert-butoxycarbonylamino-phenylsulfanyl)-3-(7-isopropyl-pyrido[2,3-d]pyrimidin-4-ylamino)-benzoic acid (prepared in Example 385E) and p-methylbenzylamine. Starting materials: FC(C(=O)O)(F)F (trifluoroacetic acid), S1CCN(CC2=C1C=CC=C2)C2=NC1=CC=C(C=C1C(=N2)NCCNC(OC(C)(C)C)=O)C (tert-butyl {2-[2-(2,3-dihydro-1,4-benzothiazepin-4(5H)-yl)-6-methylquinazolin-4-yl]aminoethyl}carbamate). Run in ClCCl (dichloromethane). Conditions: time 3 hour. The product is S1CCN(CC2=C1C=CC=C2)C2=NC1=CC=C(C=C1C(=N2)NCCN)C (N-[2-(2,3-Dihydro-1,4-benzothiazepin-4(5H)-yl)-6-methylquinazolin-4-yl]ethane-1,2-diamine). Yield: 72.1%. RXN SMILES: FC(F)(F)C(O)=O.[S:8]1[C:14]2[CH:15]=[CH:16][CH:17]=[CH:18][C:13]=2[CH2:12][N:11]([C:19]2[N:28]=[C:27]([NH:29][CH2:30][CH2:31][NH:32]C(=O)OC(C)(C)C)[C:26]3[C:21](=[CH:22][CH:23]=[C:24]([CH3:40])[CH:25]=3)[N:20]=2)[CH2:10][CH2:9]1>ClCCl>[S:8]1[C:14]2[CH:15]=[CH:16][CH:17]=[CH:18][C:13]=2[CH2:12][N:11]([C:19]2[N:28]=[C:27]([NH:29][CH2:30][CH2:31][NH2:32])[C:26]3[C:21](=[CH:22][CH:23]=[C:24]([CH3:40])[CH:25]=3)[N:20]=2)[CH2:10][CH2:9]1. Reported procedure: To a cooled solution of trifluoroacetic acid in dichloromethane (2 mL, V/V=1/4) was added tert-butyl {2-[2-(2,3-dihydro-1,4-benzothiazepin-4(5H)-yl)-6-methylquinazolin-4-yl]aminoethyl}carbamate (120 mg, 0.258 mmol) in an ice bath. The mixture was stirred for 3 hours whilst allowing the temperature of the mixture rising naturally to room temperature, and then concentrated in vacuo. The residue was dissolved in water (10 mL), and washed with dichloromethane (10 mL). The aqueous layer was adjusted ... RXN SMILES: COC1C=C(CC(O)C)C=CC=1.[CH3:13][O:14][C:15]1[CH:16]=[C:17]2[C:22](=[CH:23][CH:24]=1)[C:21](=[O:25])[CH2:20][CH:19]([CH2:26][CH2:27][C:28]([F:31])([F:30])[F:29])[CH2:18]2.[Br:32]Br.C1CCN2C(=NCCC2)CC1>CC#N>[C:21]1(=[O:25])[C:22]2[C:17](=[CH:16][CH:15]=[CH:24][CH:23]=2)[CH2:18][CH2:19][CH2:20]1.[Br:32][C:20]1[C:19]([CH2:26][CH2:27][C:28]([F:30])([F:29])[F:31])=[CH:18][C:17]2[C:22](=[CH:23][CH:24]=[C:15]([O:14][CH3:13])[CH:16]=2)[C:21]=1[OH:25]. The solvent is CC#N (CH3CN). Product: C1(CCCC2=CC=CC=C12)=O (tetralone), BrC1=C(C2=CC=C(C=C2C=C1CCC(F)(F)F)OC)O (2-Bromo-6-(methyloxy)-3-(3,3,3-trifluoropropyl)-1-naphthalenol). Procedure details: Treatment of 6-(methyloxy)-3-(3,3,3-trifluoropropyl)-3,4-dihydro-1(2H-naphthalenone (121) (0.40 g, 1.47 mmol) with bromine followed by DBU in CH3CN gave 0.47 g (92% from tetralone) of the title compound (122) as a white solid. 1H NMR (400 MHz, CDCl3): δ 2.40-2.55 (m, 2H), 3.05-3.10 (m, 2H), 3.91 (s, 3H), 6.06 (s, 1H), 7.02 (d, J=2.5 Hz, 1H), 7.12 (dd, J1=9.1 Hz, J2=2.5 Hz, 1H), 7.20 (s, 1H), 8.10 (d, J=9.1 Hz, 1H). LCMS (ESI): m/z 347 (M−H)−. The reactants are BrBr (bromine), C1CCC2=NCCCN2CC1 (DBU), COC=1C=C(C=CC1)CC(C)O (1-[3-(methyloxy)phenyl]-2-propanol), COC=1C=C2CC(CC(C2=CC1)=O)CCC(F)(F)F (6-(Methyloxy)-3-(3,3,3-trifluoropropyl)-3,4-dihydro-1(2H)-naphthalenone). The reactants are COC(=O)c1c(C)nc(S(=O)(=O)Cc2ccccc2)nc1-c1ccc(Cl)cc1Cl, C1CSCCN1, C1COCCO1. Yields the product COC(=O)c1c(C)nc(N2CCSCC2)nc1-c1ccc(Cl)cc1Cl. As a reaction SMILES: [CH2:1]([S:2](=[O:3])(=[O:4])[c:11]1[n:12][c:13]([CH3:29])[c:14]([C:25](=[O:26])[O:27][CH3:28])[c:15](-[c:17]2[c:18]([Cl:24])[cH:19][c:20]([Cl:23])[cH:21][cH:22]2)[n:16]1)[c:5]1[cH:6][cH:7][cH:8][cH:9][cH:10]1.[CH2:30]1[CH2:31][S:32][CH2:33][CH2:34][NH:35]1.[O:36]1[CH2:37][CH2:38][O:39][CH2:40][CH2:41]1>>[c:11]1([N:35]2[CH2:30][CH2:31][S:32][CH2:33][CH2:34]2)[n:12][c:13]([CH3:29])[c:14]([C:25](=[O:26])[O:27][CH3:28])[c:15](-[c:17]2[c:18]([Cl:24])[cH:19][c:20]([Cl:23])[cH:21][cH:22]2)[n:16]1. Yields the product O=C(O)C(=O)Cn1nnnc1S. The reactants are CCOC(=O)C(=O)Cn1nnnc1S, CO, Cl, [Na+], [OH-]. As a reaction SMILES: [C:1](=[O:2])([C:3](=[O:4])[O:5][CH2:6][CH3:7])[CH2:8][n:9]1[n:10][n:11][n:12][c:13]1[SH:14].[CH3:18][OH:19].[ClH:17].[Na+:16].[OH-:15]>>[C:1](=[O:2])([C:3](=[O:4])[OH:5])[CH2:8][n:9]1[n:10][n:11][n:12][c:13]1[SH:14]. The reactants are C1(=CC=C(C=C1)CN1C2=CC=CC=C2C=2C=C(C=CC12)C(=O)O)C1=CC=CC=C1 (9-Biphenyl-4-ylmethyl-9H-carbazol-3-carboxylic acid), OC1=NSC(=N1)[NH-] (3-hydroxy-(1,2,4-thiadiazol-5-yl) amide). The product is C1=C(C=CC2=CC=CC=C12)C1=NNC(S1)NC#N (5-Naphthalen-2-yl-2,3-dihydro-[1,3,4]thiadiazol-2-yl-cyanamide). Reaction SMILES: [C:1]1([C:24]2[CH:29]=[CH:28][CH:27]=CC=2)[CH:6]=[CH:5][C:4]([CH2:7][N:8]2C3C=CC(C(O)=O)=CC=3C3C2=CC=CC=3)=[CH:3][CH:2]=1.O[C:31]1[N:35]=[C:34]([NH-:36])[S:33][N:32]=1>>[CH:3]1[C:2]2[C:1](=[CH:24][CH:29]=[CH:28][CH:27]=2)[CH:6]=[CH:5][C:4]=1[C:7]1[S:33][CH:34]([NH:35][C:31]#[N:32])[NH:36][N:8]=1. Procedure details: 9-Biphenyl-4-ylmethyl-9H-carbazol-3-carboxylic acid (3-hydroxy-(1,2,4-thiadiazol-5-yl) amide; Reactants: [N+](=O)([O-])C1=CC(=C(C=C1)N)N (4-nitro-1,2-phenylenediamine), ClC1=CC=C(C=C1)C1CC(=O)OC(C1)=O (3-(4-chlorophenyl)glutaric anhydride), O1CCOCC1 (1,4-dioxane), Cl (HCl), O1CCOCC1 (1,4-dioxane). Yields the product Cl.C(C1=CC=CC=C1)(=O)C1=CC2=C(N=C(N2)CC(CC(=O)O)C2=CC=C(C=C2)Cl)C=C1 (4-(5-benzoyl-2-benzimidazolyl)-3-(4-chlorophenyl)butanoic acid HCl). Reaction SMILES: [N+]([C:4]1[CH:9]=[CH:8][C:7]([NH2:10])=[C:6]([NH2:11])[CH:5]=1)([O-])=O.[Cl:12][C:13]1[CH:18]=[CH:17][C:16]([CH:19]2[CH2:25][C:24](=O)[O:23][C:21](=[O:22])[CH2:20]2)=[CH:15][CH:14]=1.Cl.[O:28]1[CH2:33][CH2:32]OCC1>>[ClH:12].[C:33]([C:4]1[CH:9]=[CH:8][C:7]2[N:10]=[C:24]([CH2:25][CH:19]([C:16]3[CH:15]=[CH:14][C:13]([Cl:12])=[CH:18][CH:17]=3)[CH2:20][C:21]([OH:23])=[O:22])[NH:11][C:6]=2[CH:5]=1)(=[O:28])[C:32]1[CH:8]=[CH:9][CH:4]=[CH:5][CH:6]=1 |f:4.5|. Reported procedure: The solution of commercial 4-nitro-1,2-phenylenediamine (0.31 g) and 3-(4-chlorophenyl)glutaric anhydride (0.45 g) in 1,4-dioxane (3 ml) was stirred under reflux for 0.75 h. 4M HCl in 1,4-dioxane (3 ml) was added and the solution is further heated to reflux for 1 h. After cooling to rt the precipitate is collected by suction filtration and washed with 1,4-dioxane and diethyl ether. The crude is recrystallised from acetic acid to give 4-(5-benzoyl-2-benzimidazolyl)-3-(4-chlorophenyl)butanoic acid... Reactants: COc1cc(OC)nc(NC(=O)Oc2ccccc2)n1, CC#N, C1CCC2=NCCCN2CC1, COCCOc1ccccc1OS(N)(=O)=O. The product is COCCOc1ccccc1OS(=O)(=O)NC(=O)Nc1nc(OC)cc(OC)n1. Reaction SMILES: [CH3:1][O:2][c:3]1[n:4][c:5]([NH:11][C:12]([O:13][c:14]2[cH:15][cH:16][cH:17][cH:18][cH:19]2)=[O:20])[n:6][c:7]([O:9][CH3:10])[cH:8]1.[CH3:48][C:49]#[N:50].[N:37]12[CH2:38][CH2:39][CH2:40][N:41]=[C:42]1[CH2:43][CH2:44][CH2:45][CH2:46][CH2:47]2.[S:21]([NH2:22])([O:23][c:24]1[c:25]([O:30][CH2:31][CH2:32][O:33][CH3:34])[cH:26][cH:27][cH:28][cH:29]1)(=[O:35])=[O:36]>>[CH3:1][O:2][c:3]1[n:4][c:5]([NH:11][C:12](=[O:20])[NH:22][S:21]([O:23][c:24]2[c:25]([O:30][CH2:31][CH2:32][O:33][CH3:34])[cH:26][cH:27][cH:28][cH:29]2)(=[O:35])=[O:36])[n:6][c:7]([O:9][CH3:10])[cH:8]1. Starting materials: O=P12OP3(=O)OP(=O)(O1)OP(=O)(O2)O3 (Phosphorus pentoxide), CN(C)C1CCCCC1 (N,N-dimethylcyclohexylamine), Cl.CC(C(C)C)N (1,2-dimethylpropylamine hydrochloride), ClC1=CC=2NC(NS(C2S1)(=O)=O)=O (6-chloro-2,3-dihydro-3-oxo-4H-thieno[3,2-e]-1,2,4-thiadiazine 1,1-dioxide). Solvent: O (water). Conditions: temperature 200 celsius, time 1 hour. Yields the product ethyl acetate silica gel, ClC1=CC=2NC(=NS(C2S1)(=O)=O)NC(C(C)C)C (6-Chloro-3-(1,2-dimethylpropyl)amino-4H-thieno[3,2-e]-1,2,4-thiadiazine 1,1-dioxide). Yield: 6.8%. Reaction SMILES: O=P12OP3(OP(OP(O3)(O1)=O)(=O)O2)=O.CN(C1CCCCC1)C.Cl.[CH3:25][CH:26]([NH2:30])[CH:27]([CH3:29])[CH3:28].[Cl:31][C:32]1[S:40][C:39]2[S:38](=[O:42])(=[O:41])[NH:37][C:36](=O)[NH:35][C:34]=2[CH:33]=1>O>[Cl:31][C:32]1[S:40][C:39]2[S:38](=[O:42])(=[O:41])[N:37]=[C:36]([NH:30][CH:26]([CH3:25])[CH:27]([CH3:29])[CH3:28])[NH:35][C:34]=2[CH:33]=1 |f:2.3|. Reported procedure: Phosphorus pentoxide (2.84 g; 20 mmol), N,N-dimethylcyclohexylamine (5 ml, 33 mmol) and 1,2-dimethylpropylamine hydrochloride (2.47 g; 20 mmol) were carefully mixed in a three necked flask equipped with mechanical stirring and condenser with drying tube. The mixture was heated on an oil bath at 200° C. until a homogeneous mass was obtained. Then 6-chloro-2,3-dihydro-3-oxo-4H-thieno[3,2-e]-1,2,4-thiadiazine 1,1-dioxide (1.2 g; 5 mmol) was added and the mixture was stirred at 240° C. for 45 min. T...